Dataset: the Open Reaction Database (ORD), a public repository of structured organic reaction records. Task: describe an organic reaction: reactants, conditions, products, and yield The reactants are Cl.C(C1=CC=CC=C1)NC1CC2=C(CCC1)C=C(C=C2)OC (N-Benzyl-(2-methoxy-6,7,8,9-tetrahydro-5H-benzocyclohepten-6-yl)amine hydrochloride), O(C1=CC=CC=C1)C[C@@H]1CO1 ((2S)-3-phenoxy-1,2-epoxypropane), C(C1=CC=CC=C1)NC1CC2=C(CCC1)C=C(C=C2)OC (N-benzyl-(2-methoxy-6,7,8,9-tetrahydro-5H-benzocyclohepten-6-yl)amine), FC(S(=O)(=O)[O-])(F)F.[Yb+3].FC(S(=O)(=O)[O-])(F)F.FC(S(=O)(=O)[O-])(F)F (ytterbium(III) trifluoromethanesulfonate). The solvent is C1(=CC=CC=C1)C (toluene). Conditions: time 3 day. Yields the product C(C1=CC=CC=C1)N(C1CC2=C(CCC1)C=C(C=C2)OC)C[C@@H](COC2=CC=CC=C2)O ((2S)-1-[N-benzyl-N-(2-methoxy-6,7,8,9-tetrahydro-5H-benzocyclohepten-6-yl)amino]-3-phenoxy-2-propanol). As a reaction SMILES: Cl.[CH2:2]([NH:9][CH:10]1[CH2:16][CH2:15][CH2:14][C:13]2[CH:17]=[C:18]([O:21][CH3:22])[CH:19]=[CH:20][C:12]=2[CH2:11]1)[C:3]1[CH:8]=[CH:7][CH:6]=[CH:5][CH:4]=1.[O:23]([CH2:30][C@H:31]1[O:33][CH2:32]1)[C:24]1[CH:29]=[CH:28][CH:27]=[CH:26][CH:25]=1.C(NC1CCCC2C=C(OC)C=CC=2C1)C1C=CC=CC=1.FC(F)(F)S([O-])(=O)=O.[Yb+3].FC(F)(F)S([O-])(=O)=O.FC(F)(F)S([O-])(=O)=O>C1(C)C=CC=CC=1>[CH2:2]([N:9]([CH2:32][C@H:31]([OH:33])[CH2:30][O:23][C:24]1[CH:29]=[CH:28][CH:27]=[CH:26][CH:25]=1)[CH:10]1[CH2:16][CH2:15][CH2:14][C:13]2[CH:17]=[C:18]([O:21][CH3:22])[CH:19]=[CH:20][C:12]=2[CH2:11]1)[C:3]1[CH:4]=[CH:5][CH:6]=[CH:7][CH:8]=1 |f:0.1,4.5.6.7|. Reported procedure: N-Benzyl-(2-methoxy-6,7,8,9-tetrahydro-5H-benzocyclohepten-6-yl)amine hydrochloride was converted to the corresponding free base in a usual manner. A mixture of (2S)-3-phenoxy-1,2-epoxypropane (75 mg), N-benzyl-(2-methoxy-6,7,8,9-tetrahydro-5H-benzocyclohepten-6-yl)amine (140 mg), and ytterbium(III) trifluoromethanesulfonate (93 mg) in toluene (2.6 ml) was stirred at room temperature for 3 days and partitioned between ethyl acetate and aqueous sodium bicarbonate. The organic layer was separated,... The reactants are O=C([O-])[O-], CC(C)Nc1nc2cc(Nc3ccnc(Cl)n3)ccc2n1C, [Cs+], [Cs+], CI, CN(C)C=O. Yields the product CC(C)Nc1nc2cc(N(C)c3ccnc(Cl)n3)ccc2n1C. As a reaction SMILES: [C:23](=[O:24])([O-:25])[O-:26].[Cl:1][c:2]1[n:3][cH:4][cH:5][c:6]([NH:8][c:9]2[cH:10][c:11]3[c:12]([n:13]([CH3:20])[c:14]([NH:16][CH:17]([CH3:18])[CH3:19])[n:15]3)[cH:21][cH:22]2)[n:7]1.[Cs+:27].[Cs+:28].[I:29][CH3:30].[O:31]=[CH:32][N:33]([CH3:34])[CH3:35]>>[Cl:1][c:2]1[n:3][cH:4][cH:5][c:6]([N:8]([c:9]2[cH:10][c:11]3[c:12]([n:13]([CH3:20])[c:14]([NH:16][CH:17]([CH3:18])[CH3:19])[n:15]3)[cH:21][cH:22]2)[CH3:23])[n:7]1.